Dataset: the Open Reaction Database (ORD), a public repository of structured organic reaction records. Task: describe an organic reaction: reactants, conditions, products, and yield Reactants: BrC1=CC=C(C=N1)CN1N=C(C(C2=CC=CC=C12)=O)C(=O)OCC (Ethyl 1-[(6-bromopyridin-3-yl)methyl]-4-oxo-1,4-dihydrocinnoline-3-carboxylate), O (water), C(CCC)[Sn](C=1N=CSC1)(CCCC)CCCC (4-(tributylstannanyl)-1,3-thiazole), [F-].[Cs+] (cesium fluoride). The reagents and catalysts are C=1C=CC(=CC1)[P](C=2C=CC=CC2)(C=3C=CC=CC3)[Pd]([P](C=4C=CC=CC4)(C=5C=CC=CC5)C=6C=CC=CC6)([P](C=7C=CC=CC7)(C=8C=CC=CC8)C=9C=CC=CC9)[P](C=1C=CC=CC1)(C=1C=CC=CC1)C=1C=CC=CC1 (tetrakis(triphenylphosphine)palladium(0)), [Cu]I (copper(I) iodide). The solvent is CN(C)C=O (N,N′-dimethylformamide). Run at time 1 hour. Yields the product O=C1C(=NN(C2=CC=CC=C12)CC=1C=NC(=CC1)C=1N=CSC1)C(=O)OCC (ethyl 4-oxo-1-{[6-(1,3-thiazol-4-yl)pyridin-3-yl]methyl}-1,4-dihydrocinnoline-3-carboxylate). As a reaction SMILES: Br[C:2]1[N:7]=[CH:6][C:5]([CH2:8][N:9]2[C:18]3[C:13](=[CH:14][CH:15]=[CH:16][CH:17]=3)[C:12](=[O:19])[C:11]([C:20]([O:22][CH2:23][CH3:24])=[O:21])=[N:10]2)=[CH:4][CH:3]=1.C([Sn](CCCC)(CCCC)[C:30]1[N:31]=[CH:32][S:33][CH:34]=1)CCC.[F-].[Cs+].O>CN(C=O)C.[Cu]I.C1C=CC([P]([Pd]([P](C2C=CC=CC=2)(C2C=CC=CC=2)C2C=CC=CC=2)([P](C2C=CC=CC=2)(C2C=CC=CC=2)C2C=CC=CC=2)[P](C2C=CC=CC=2)(C2C=CC=CC=2)C2C=CC=CC=2)(C2C=CC=CC=2)C2C=CC=CC=2)=CC=1>[O:19]=[C:12]1[C:13]2[C:18](=[CH:17][CH:16]=[CH:15][CH:14]=2)[N:9]([CH2:8][C:5]2[CH:6]=[N:7][C:2]([C:30]3[N:31]=[CH:32][S:33][CH:34]=3)=[CH:3][CH:4]=2)[N:10]=[C:11]1[C:20]([O:22][CH2:23][CH3:24])=[O:21] |f:2.3,^1:56,58,77,96|. Procedure: Ethyl 1-[(6-bromopyridin-3-yl)methyl]-4-oxo-1,4-dihydrocinnoline-3-carboxylate (897 mg, 2.31 mmol), 4-(tributylstannanyl)-1,3-thiazole (1.04 g, 2.77 mmol, 1.2 equiv), copper(I) iodide (176 mg, 0.924 mmol, 0.4 equiv), cesium fluoride (702 mg, 4.62 mmol, 2 equiv) and tetrakis(triphenylphosphine)palladium(0) (534 mg, 0.462 mmol, 0.2 equiv) were combined in degassed N,N′-dimethylformamide (6 mL) and stirred for 1 hour at ambient temperature. The mixture was poured into water and extracted twice with...